Dataset: the Open Reaction Database (ORD), a public repository of structured organic reaction records. Task: describe an organic reaction: reactants, conditions, products, and yield Starting materials: C1CO1, CCO, CC1(C)CC(=O)NC2CCCCC2N1, c1ccccc1. The product is CC1(C)CC(=O)NC2CCCCC2N1CCO. As a reaction SMILES: [CH2:15]1[CH2:16][O:17]1.[CH2:18]([OH:19])[CH3:20].[CH3:1][C:2]1([CH3:14])[NH:3][CH:4]2[CH:5]([NH:6][C:7](=[O:9])[CH2:8]1)[CH2:10][CH2:11][CH2:12][CH2:13]2.[cH:21]1[cH:22][cH:23][cH:24][cH:25][cH:26]1>>[CH3:1][C:2]1([CH3:14])[N:3]([CH2:15][CH2:16][OH:17])[CH:4]2[CH:5]([NH:6][C:7](=[O:9])[CH2:8]1)[CH2:10][CH2:11][CH2:12][CH2:13]2. Starting materials: S(=O)(Cl)Cl (thionyl chloride), C([O-])(O)=O.[Na+] (sodium bicarbonate), N1C=NC=C1 (Imidazole), FC1=C(C=CC(=C1)F)C(CN1N=CN=C1)(C(F)(F)F)O (2-(2,4-difluorophenyl)-1-(1H-1,2,4-triazol-1-yl)-3,3,3-trifluoropropan-2-ol). The solvent is C(C)#N (acetonitrile), C(C)#N (acetonitrile). Reaction conditions: time 24 hour. Product: ClC(CN1N=CN=C1)(C(F)(F)F)C1=C(C=C(C=C1)F)F (1-[2-Chloro-2-(2,4-difluorophenyl)-3,3,3-trifluoropropyl]-1H-1,2,4-triazole). RXN SMILES: N1C=CN=C1.S(Cl)([Cl:8])=O.[F:10][C:11]1[CH:16]=[C:15]([F:17])[CH:14]=[CH:13][C:12]=1[C:18](O)([C:25]([F:28])([F:27])[F:26])[CH2:19][N:20]1[CH:24]=[N:23][CH:22]=[N:21]1.C(=O)(O)[O-].[Na+]>C(#N)C>[Cl:8][C:18]([C:12]1[CH:13]=[CH:14][C:15]([F:17])=[CH:16][C:11]=1[F:10])([C:25]([F:28])([F:27])[F:26])[CH2:19][N:20]1[CH:24]=[N:23][CH:22]=[N:21]1 |f:3.4|. Reported procedure: Imidazole (0.53 g, 7.8 mmole) was dissolved in dry acetonitrile (4 ml) and thionyl chloride (0.3 ml, 4.1 mmole) was added dropwise over 2 minutes followed by a solution of 2-(2,4-difluorophenyl)-1-(1H-1,2,4-triazol-1-yl)-3,3,3-trifluoropropan-2-ol (0.389 g, 1.25 mmole) in dry acetonitrile (12 ml). The mixture was stirred at room temperature for 24 hours and then heated to 70° C. for 1/2 hour. The cooled mixture was then poured into sodium bicarbonate solution and extracted with dichloromethane (...